This data is from the Open Reaction Database (ORD), a public repository of structured organic reaction records. The task is: describe an organic reaction: reactants, conditions, products, and yield Starting materials: C(C)(C)N(C=1C(=NC2=CC=C(C=C2N1)C(=O)OC)C=1C(=NNC1)C(F)(F)F)C (methyl 3-(isopropyl(methyl)amino)-2-(3-(trifluoromethyl)-1H-pyrazol-4-yl)quinoxaline-6-carboxylate), [OH-].[Na+] (sodium hydroxide), O (water). Run in CO (methanol). Run at time 8 hour. Yields the product C(C)(C)N(C=1C(=NC2=CC=C(C=C2N1)C(=O)O)C=1C(=NNC1)C(F)(F)F)C (3-(isopropyl(methyl)amino)-2-(3-(trifluoromethyl)-1H-pyrazol-4-yl)quinoxaline-6-carboxylic acid). Isolated yield 84.4%. Reaction SMILES: [CH:1]([N:4]([CH3:28])[C:5]1[C:6]([C:19]2[C:20]([C:24]([F:27])([F:26])[F:25])=[N:21][NH:22][CH:23]=2)=[N:7][C:8]2[C:13]([N:14]=1)=[CH:12][C:11]([C:15]([O:17]C)=[O:16])=[CH:10][CH:9]=2)([CH3:3])[CH3:2].[OH-].[Na+].O>CO>[CH:1]([N:4]([CH3:28])[C:5]1[C:6]([C:19]2[C:20]([C:24]([F:25])([F:26])[F:27])=[N:21][NH:22][CH:23]=2)=[N:7][C:8]2[C:13]([N:14]=1)=[CH:12][C:11]([C:15]([OH:17])=[O:16])=[CH:10][CH:9]=2)([CH3:3])[CH3:2] |f:1.2|. Reported procedure: To solution of methyl 3-(isopropyl(methyl)amino)-2-(3-(trifluoromethyl)-1H-pyrazol-4-yl)quinoxaline-6-carboxylate (80.0 mg, 0.20 mmol) in methanol (30 mL) was added sodium hydroxide (24 mg, 0.60 mmol) and water (1 mL) with stirring overnight at room temperature. The reaction mixture was concentrated under vacuum, dissolved in water (30 mL) and then adjusted to pH 5 with hydrochloric acid (3N). The solids were collected by filtration, dried in an oven under reduced pressure to afford 3-(isopropyl... The reactants are ON1N=NC2=C1C=CC=C2 (1-hydroxybenzotriazole), 1-(3-dimethyl-aminopropyl)-3-ethyl-carbodiimide hydrochloride, C1(=NC=CC2=CC=CC=C12)C(=O)NC1C(N(CC=CC1)CC(=O)O)=O ({3-[(isoquinolin-1-carbonyl)amino]-2-oxo-2,3,4,7-tetrahydro-azepin-1-yl} acetic acid), C(C=C)OC(NC1C(OC(C1)=O)OCC)=O ((2-ethoxy-5-oxo-tetrahydrofuran-3-yl)-carbamic acid allyl ester), N,N-dimethylbarbituric acid. The reagents and catalysts are C=1C=CC(=CC1)[P](C=2C=CC=CC2)(C=3C=CC=CC3)[Pd]([P](C=4C=CC=CC4)(C=5C=CC=CC5)C=6C=CC=CC6)([P](C=7C=CC=CC7)(C=8C=CC=CC8)C=9C=CC=CC9)[P](C=1C=CC=CC1)(C=1C=CC=CC1)C=1C=CC=CC1 (Pd(Ph3P)4). Run in CCOC(=O)C (EtOAc), C(Cl)Cl (CH2Cl2), C(Cl)Cl (CH2Cl2). Conditions: time 15 minute. Product: C(C)OC1OC(CC1NC(=O)CN1C(C(CC=CC1)NC(=O)C1=NC=CC2=CC=CC=C12)=O)=O (isoquinoline-1-carboxylic acid {1-[(2-ethoxy-5-oxo-tetrahydrofuran-3-ylcarbamoyl)methyl]-2-oxo-2,3,4,7-tetrahydro-1H-azepin-3-yl} amide). As a reaction SMILES: C(O[C:5](=[O:16])[NH:6][CH:7]1[CH2:11][C:10](=[O:12])[O:9][CH:8]1[O:13][CH2:14][CH3:15])C=C.[C:17]1([C:27]([NH:29][CH:30]2[CH2:36][CH:35]=[CH:34][CH2:33][N:32]([CH2:37]C(O)=O)[C:31]2=[O:41])=[O:28])[C:26]2[C:21](=[CH:22][CH:23]=[CH:24][CH:25]=2)[CH:20]=[CH:19][N:18]=1.ON1C2C=CC=CC=2N=N1>C(Cl)Cl.CCOC(C)=O.C1C=CC([P]([Pd]([P](C2C=CC=CC=2)(C2C=CC=CC=2)C2C=CC=CC=2)([P](C2C=CC=CC=2)(C2C=CC=CC=2)C2C=CC=CC=2)[P](C2C=CC=CC=2)(C2C=CC=CC=2)C2C=CC=CC=2)(C2C=CC=CC=2)C2C=CC=CC=2)=CC=1>[CH2:14]([O:13][CH:8]1[CH:7]([NH:6][C:5]([CH2:37][N:32]2[CH2:33][CH:34]=[CH:35][CH2:36][CH:30]([NH:29][C:27]([C:17]3[C:26]4[C:21](=[CH:22][CH:23]=[CH:24][CH:25]=4)[CH:20]=[CH:19][N:18]=3)=[O:28])[C:31]2=[O:41])=[O:16])[CH2:11][C:10](=[O:12])[O:9]1)[CH3:15] |^1:64,66,85,104|. Reported procedure: A catalytic amount of Pd(Ph3P)4 is added to a solution of (2-ethoxy-5-oxo-tetrahydrofuran-3-yl)-carbamic acid allyl ester (338 mg, 1.48 mmol) and N,N-dimethylbarbituric acid (483 mg, 3.1 mmol) in CH2Cl2 (5 mL) at room temperature. The solution is stirred for 15 min then {3-[(isoquinolin-1-carbonyl)amino]-2-oxo-2,3,4,7-tetrahydro-azepin-1-yl} acetic acid, 5, (178 mg) as prepared above is added as a solution in CH2Cl2 (1 mL) followed by 1-hydroxybenzotriazole (416 mg, 3.1 mmol) and 1-(3-dimethyl-a... The reactants are COc1ncccc1B(O)O, CO, [F-], O=c1[nH]c(=O)n(CCCN2CC3CC3(c3ccc(C(F)(F)F)cc3)C2)cc1I, [K+], CC(=O)[O-], CC(=O)[O-], [Pd+2]. Product: COc1ncccc1-c1cn(CCCN2CC3CC3(c3ccc(C(F)(F)F)cc3)C2)c(=O)[nH]c1=O. RXN SMILES: [CH3:29][O:30][c:31]1[n:32][cH:33][cH:34][cH:35][c:36]1[B:37]([OH:38])[OH:39].[CH3:42][OH:43].[F-:40].[I:1][c:2]1[c:3](=[O:28])[nH:4][c:5](=[O:27])[n:6]([CH2:8][CH2:9][CH2:10][N:11]2[CH2:12][C:13]3([c:17]4[cH:18][cH:19][c:20]([C:23]([F:24])([F:25])[F:26])[cH:21][cH:22]4)[CH2:14][CH:15]3[CH2:16]2)[cH:7]1.[K+:41].[O-:45][C:46]([CH3:47])=[O:48].[O-:49][C:50]([CH3:51])=[O:52].[Pd+2:44]>>[c:2]1(-[c:36]2[c:31]([O:30][CH3:29])[n:32][cH:33][cH:34][cH:35]2)[c:3](=[O:28])[nH:4][c:5](=[O:27])[n:6]([CH2:8][CH2:9][CH2:10][N:11]2[CH2:12][C:13]3([c:17]4[cH:18][cH:19][c:20]([C:23]([F:24])([F:25])[F:26])[cH:21][cH:22]4)[CH2:14][CH:15]3[CH2:16]2)[cH:7]1. Starting materials: CS(=O)(=O)C1=NC(=C(C(=N1)OC=1C=NC=CC1)C1=CC=C(C=C1)Cl)C1=C(C=C(C=C1)Cl)Cl (2-methylsulfonyl-4-(3-pyridyloxy)-5-(4-chlorophenyl)-6-(2,4-dichlorophenyl)pyrimidine), C(CCC)[Li] (n-butyl lithium), C(C)(C)O (isopropanol). Product: C(C)(C)OC1=NC(=C(C(=N1)OC=1C=NC=CC1)C1=CC=C(C=C1)Cl)C1=C(C=C(C=C1)Cl)Cl (2-(Isopropyloxy)-4-(3-pyridyloxy)-5-(4-chlorophenyl)-6-(2,4-dichlorophenyl)pyrimidine). RXN SMILES: CS([C:5]1[N:10]=[C:9]([O:11][C:12]2[CH:13]=[N:14][CH:15]=[CH:16][CH:17]=2)[C:8]([C:18]2[CH:23]=[CH:22][C:21]([Cl:24])=[CH:20][CH:19]=2)=[C:7]([C:25]2[CH:30]=[CH:29][C:28]([Cl:31])=[CH:27][C:26]=2[Cl:32])[N:6]=1)(=O)=O.C([Li])CCC.[CH:38]([OH:41])([CH3:40])[CH3:39]>>[CH:38]([O:41][C:5]1[N:10]=[C:9]([O:11][C:12]2[CH:13]=[N:14][CH:15]=[CH:16][CH:17]=2)[C:8]([C:18]2[CH:23]=[CH:22][C:21]([Cl:24])=[CH:20][CH:19]=2)=[C:7]([C:25]2[CH:30]=[CH:29][C:28]([Cl:31])=[CH:27][C:26]=2[Cl:32])[N:6]=1)([CH3:40])[CH3:39]. Procedure details: 2-Methylsulfonyl-4-(3-pyridyloxy)-5-(4-chlorophenyl)-6-(2,4-dichlorophenyl)pyrimidine from Example 86 (200 mg, 0.4 mmol) with 2 equivalents each of n-butyl lithium and isopropanol by the procedure described in Reference Examples 6 and 7 to afford the title compound: HPLC/MS: m/e=486 (M++1); Rt=4.11 min. 1H-NMR 400 MD (CDCl3): δ 1.32 (d, J=6 Hz, 6H), 5.01-5.06 (m, 1H), 7.17-7.30 (m, 6H), 7.36-7.37 (d, J=2 Hz, 1H), 7.36-7.41 (m, 1H), 7.56-7.59 (m, 1H), 8.53-8.55 (m, 2H). Reaction SMILES: [BH3:1].[CH2:2]1[O:3][CH2:4][CH2:5][CH2:6]1.[ClH:32].[N+:7](=[O:8])([O-:9])[c:10]1[cH:11][cH:12][c:13]([CH2:16][C:17](=[O:18])[N:19]2[CH:20]([CH3:31])[c:21]3[cH:22][cH:23][c:24]([O:29][CH3:30])[cH:25][c:26]3[CH2:27][CH2:28]2)[cH:14][cH:15]1>>[N+:7](=[O:8])([O-:9])[c:10]1[cH:11][cH:12][c:13]([CH2:16][CH2:17][N:19]2[CH:20]([CH3:31])[c:21]3[cH:22][cH:23][c:24]([O:29][CH3:30])[cH:25][c:26]3[CH2:27][CH2:28]2)[cH:14][cH:15]1. The reactants are B, C1CCOC1, Cl, COc1ccc2c(c1)CCN(C(=O)Cc1ccc([N+](=O)[O-])cc1)C2C. Product: COc1ccc2c(c1)CCN(CCc1ccc([N+](=O)[O-])cc1)C2C. Starting materials: ice, C1(CC1)C1=NSC(=C1)N (3-cyclopropylisothiazol-5-amine), N(=O)[O-].[Na+] (sodium nitrite), [I-].[K+] (potassium iodide), S(O)(O)(=O)=O (sulfuric acid), C([O-])([O-])=O.[K+].[K+] (potassium carbonate). The solvent is O (water), C(C)(=O)OCC (Ethyl acetate), O (water), O (water). Reaction conditions: temperature 0 celsius, time 1 hour. Yields the product C1(CC1)C1=NSC(=C1)I (3-cyclopropyl-5-iodoisothiazole). The yield is 39.8%. RXN SMILES: [CH:1]1([C:4]2[CH:8]=[C:7](N)[S:6][N:5]=2)[CH2:3][CH2:2]1.S(=O)(=O)(O)O.N([O-])=O.[Na+].[I-:19].[K+].C(=O)([O-])[O-].[K+].[K+]>O.C(OCC)(=O)C>[CH:1]1([C:4]2[CH:8]=[C:7]([I:19])[S:6][N:5]=2)[CH2:3][CH2:2]1 |f:2.3,4.5,6.7.8|. Reported procedure: To a water (1.4 mL) and ice (5.0 cc) suspension was added 3-cyclopropylisothiazol-5-amine (500 mg, 3.57 mmol) followed by concentrated sulfuric acid (1.4 mL). A solution of sodium nitrite (258 mg, 3.74 mmol) in water (5.0 mL) was added dropwise at 0° C., and the mixture was stirred at 0° C. for 1 hour. Next, a solution of potassium iodide (622 mg, 3.74 mmol) in water (3.5 mL) was added dropwise at 0° C., and the mixture was heated at 80° C. for 1 hour. Ethyl acetate at 0° C. was added and the mi... Reagents/catalysts: PCy3. The reactants are COc2ccc1ccccc1c2 (substrate), COc2ccc(B1OCC(C)(C)CO1)cc2 (effective_coupling_partner). Product: COc3ccc(c2ccc1ccccc1c2)cc3. Conditions: temperature 120 celsius, time 12 hour.